This data is from the Open Reaction Database (ORD), a public repository of structured organic reaction records. The task is: describe an organic reaction: reactants, conditions, products, and yield Reaction SMILES: [CH3:1][CH:2]1[CH:7]=[C:6]([C:8]([OH:10])=[O:9])[N:5]2[C:11](=[O:24])[CH:12]([NH:13][C:14](=[O:23])[CH:15]([C:17]3[CH:22]=[CH:21][CH:20]=[CH:19][CH:18]=3)[NH2:16])[C@H:4]2[S:3]1.[OH-].[Na+].[CH3:27][C:28]([CH3:30])=O>O>[CH3:1][CH:2]1[CH:7]=[C:6]([C:8]([OH:10])=[O:9])[N:5]2[C:11](=[O:24])[CH:12]([N:13]3[C:14](=[O:23])[CH:15]([C:17]4[CH:18]=[CH:19][CH:20]=[CH:21][CH:22]=4)[NH:16][C:28]3([CH3:30])[CH3:27])[C@H:4]2[S:3]1 |f:1.2|. Reported procedure: A suspension of 2-methyl-7-(2-phenylglycyl)amino-3-cephem-4-carboxylic acid (1.0 g) in water (10 ml) was adjusted to pH 8.8 by adding dropwise 10% sodium hydroxide. To the suspension was added acetone (10 ml), and the mixture was stirred for 24 hours in an ice bath. Acetone was removed under reduced pressure, and then the aqueous layer was adjusted to about pH 3.5 with 10% hydrochloric acid, and then extracted three times with ethyl acetate (20 ml). The residue obtained by distilling off ethyl a... Starting materials: [OH-].[Na+] (sodium hydroxide), CC1S[C@H]2N(C(=C1)C(=O)O)C(C2NC(C(N)C2=CC=CC=C2)=O)=O (2-methyl-7-(2-phenylglycyl)amino-3-cephem-4-carboxylic acid), CC(=O)C (acetone). The solvent is O (water). Conditions: time 24 hour. The product is CC1S[C@H]2N(C(=C1)C(=O)O)C(C2N2C(NC(C2=O)C2=CC=CC=C2)(C)C)=O (2-methyl-7-(2,2-dimethyl-4-phenyl-5-oxoimidazolidin-1-yl)-3-cephem-4-carboxylic acid). The reactants are CCO, O=[N+]([O-])c1cccc(-c2ccc(Cl)nn2)c1, Cl[Sn]Cl. Yields the product Nc1cccc(-c2ccc(Cl)nn2)c1. RXN SMILES: [CH3:20][CH2:21][OH:22].[Cl:1][c:2]1[n:3][n:4][c:5](-[c:8]2[cH:9][c:10]([N+:14]([O-:15])=[O:16])[cH:11][cH:12][cH:13]2)[cH:6][cH:7]1.[Sn:17]([Cl:18])[Cl:19]>>[Cl:1][c:2]1[n:3][n:4][c:5](-[c:8]2[cH:9][c:10]([NH2:14])[cH:11][cH:12][cH:13]2)[cH:6][cH:7]1.